From a dataset of the Open Reaction Database (ORD), a public repository of structured organic reaction records. describe an organic reaction: reactants, conditions, products, and yield Reactants: NC1CCCCCCC1, CCOC(=O)c1c(C)nc2cccc(OCC(C)(C)C(=O)O)c2c1N. Product: CCOC(=O)c1c(C)nc2cccc(OCC(C)(C)C(=O)NC3CCCCCCC3)c2c1N. As a reaction SMILES: [CH:26]1([NH2:34])[CH2:27][CH2:28][CH2:29][CH2:30][CH2:31][CH2:32][CH2:33]1.[NH2:1][c:2]1[c:3]([C:21](=[O:22])[O:23][CH2:24][CH3:25])[c:4]([CH3:20])[n:5][c:6]2[cH:7][cH:8][cH:9][c:10]([O:12][CH2:13][C:14]([C:15](=[O:16])[OH:17])([CH3:18])[CH3:19])[c:11]12>>[NH2:1][c:2]1[c:3]([C:21](=[O:22])[O:23][CH2:24][CH3:25])[c:4]([CH3:20])[n:5][c:6]2[cH:7][cH:8][cH:9][c:10]([O:12][CH2:13][C:14]([C:15](=[O:17])[NH:34][CH:26]3[CH2:27][CH2:28][CH2:29][CH2:30][CH2:31][CH2:32][CH2:33]3)([CH3:18])[CH3:19])[c:11]12. Starting materials: C(C)C1=CC=C(C=C1)O (4-ethyl phenol), NC(=O)N (urea). Product: C(N)(OC1=CC=C(C=C1)CC)=O ((4-ethylphenyl) Carbamate). Isolated yield 88.0%. Reaction SMILES: [CH2:1]([C:3]1[CH:8]=[CH:7][C:6]([OH:9])=[CH:5][CH:4]=1)[CH3:2].[NH2:10][C:11](N)=[O:12]>>[C:11](=[O:12])([O:9][C:6]1[CH:7]=[CH:8][C:3]([CH2:1][CH3:2])=[CH:4][CH:5]=1)[NH2:10]. Procedure: The same method as step (6-1) of Example 6 was carried out with the exception of using 39.0 kg of 4-ethyl phenol (Tokyo Chemical Industry Co., Ltd., Japan) instead of 4-phenyl phenol, using 1057 g of urea and carrying out the reaction for 12 hours. When a portion of the reaction liquid was removed and analyzed by liquid chromatography, the formation of (4-ethylphenyl) carbamate was confirmed. The yield was about 88% based on the charged amount of urea. Starting materials: CN(C)C=O, [Cl-], CN(C)Cc1nc(C(N)=O)nn1-c1ccc(Cl)cc1C(=O)c1ccccc1Cl, O, Cc1ccc(S(=O)(=O)O)cc1, c1ccncc1. Yields the product CN(C)Cc1nc(C#N)nn1-c1ccc(Cl)cc1C(=O)c1ccccc1Cl. RXN SMILES: [CH3:48][N:49]([CH3:50])[CH:51]=[O:52].[Cl-:29].[Cl:1][c:2]1[c:3]([C:4](=[O:5])[c:6]2[c:7](-[n:13]3[n:14][c:15]([C:22](=[O:23])[NH2:24])[n:16][c:17]3[CH2:18][N:19]([CH3:20])[CH3:21])[cH:8][cH:9][c:10]([Cl:12])[cH:11]2)[cH:25][cH:26][cH:27][cH:28]1.[OH2:41].[c:30]1([CH3:31])[cH:32][cH:33][c:34]([S:35]([OH:36])(=[O:37])=[O:38])[cH:39][cH:40]1.[cH:42]1[cH:43][cH:44][n:45][cH:46][cH:47]1>>[Cl:1][c:2]1[c:3]([C:4](=[O:5])[c:6]2[c:7](-[n:13]3[n:14][c:15]([C:22]#[N:24])[n:16][c:17]3[CH2:18][N:19]([CH3:20])[CH3:21])[cH:8][cH:9][c:10]([Cl:12])[cH:11]2)[cH:25][cH:26][cH:27][cH:28]1.